From a dataset of the Open Reaction Database (ORD), a public repository of structured organic reaction records. describe an organic reaction: reactants, conditions, products, and yield Reactants: CC1=C(C=C(N)C=C1)N1C=CN2N=C(C=C21)C=2C=NC=CC2 (4-Methyl-3-[6-(pyridin-3-yl)-1H-imidazo[1,2-b]pyrazol-1-yl]aniline), FC(C(=O)O)(F)F.C(C)(C)(C)C=1C=C(C(=O)O)C=C(C1)N1CCN(CC1)C (3-tert-Butyl-5-(4-methylpiperazin-1-yl)benzoic acid trifluoroacetate). Product: C(C)(C)(C)C=1C=C(C(=O)NC2=CC(=C(C=C2)C)N2C=CN3N=C(C=C32)C=3C=NC=CC3)C=C(C1)N1CCN(CC1)C (3-tert-Butyl-5-(4-methylpiperazin-1-yl)-N-{4-methyl-3-[6-(pyridin-3-yl)-1H-imidazo[1,2-b]-pyrazol-1-yl]phenyl}benzamide). RXN SMILES: [CH3:1][C:2]1[CH:8]=[CH:7][C:5]([NH2:6])=[CH:4][C:3]=1[N:9]1[C:16]2[N:12]([N:13]=[C:14]([C:17]3[CH:18]=[N:19][CH:20]=[CH:21][CH:22]=3)[CH:15]=2)[CH:11]=[CH:10]1.FC(F)(F)C(O)=O.[C:30]([C:34]1[CH:35]=[C:36]([CH:40]=[C:41]([N:43]2[CH2:48][CH2:47][N:46]([CH3:49])[CH2:45][CH2:44]2)[CH:42]=1)[C:37](O)=[O:38])([CH3:33])([CH3:32])[CH3:31]>>[C:30]([C:34]1[CH:35]=[C:36]([CH:40]=[C:41]([N:43]2[CH2:48][CH2:47][N:46]([CH3:49])[CH2:45][CH2:44]2)[CH:42]=1)[C:37]([NH:6][C:5]1[CH:7]=[CH:8][C:2]([CH3:1])=[C:3]([N:9]2[C:16]3[N:12]([N:13]=[C:14]([C:17]4[CH:18]=[N:19][CH:20]=[CH:21][CH:22]=4)[CH:15]=3)[CH:11]=[CH:10]2)[CH:4]=1)=[O:38])([CH3:33])([CH3:31])[CH3:32] |f:1.2|. Procedure details: 35 mg (0.12 mmol) of the compound of Example 6A and 47 mg (0.12 mmol) of the compound of Example 21A were reacted and worked up analogously to the procedure of Example 16. This gave 25 mg (95% pure, 38% of theory) of the title compound. The reactants are 50g, 3A, C1(CCCCC1)NC1CCCCC1 (dicyclohexylamine), N[C@H]1[C@@H]2N(C(=C(CS2)COC(C)=O)C(=O)O)C1=O (7β-amino-3-acetoxymethyl-3-cephem-4-carboxylic acid), OC1=C(C=C(C=O)C=C1C(C)(C)C)C(C)(C)C (4-hydroxy-3,5-di-tert.-butylbenzaldehyde), C(C)(C)O (isopropanol). The solvent is CO (methanol). Reaction conditions: time 1 hour. The product is OC1=C(C=C(C=N[C@H]2[C@@H]3N(C(=C(CS3)COC(C)=O)C(=O)[O-])C2=O)C=C1C(C)(C)C)C(C)(C)C.C1(CCCCC1)[NH2+]C1CCCCC1 (dicyclohexylammonium 7β-(4-hydroxy-3,5-di-tert.-butylbenzylideneamino)-3-acetoxymethyl-3-cephem-4-carboxylate). Isolated yield 20.0%. As a reaction SMILES: [NH2:1][C@@H:2]1[C:17](=[O:18])[N:4]2[C:5]([C:14]([OH:16])=[O:15])=[C:6]([CH2:9][O:10][C:11](=[O:13])[CH3:12])[CH2:7][S:8][C@H:3]12.[CH:19]1([NH:25][CH:26]2[CH2:31][CH2:30][CH2:29][CH2:28][CH2:27]2)[CH2:24][CH2:23][CH2:22][CH2:21][CH2:20]1.[OH:32][C:33]1[C:40]([C:41]([CH3:44])([CH3:43])[CH3:42])=[CH:39][C:36]([CH:37]=O)=[CH:35][C:34]=1[C:45]([CH3:48])([CH3:47])[CH3:46].C(O)(C)C>CO>[OH:32][C:33]1[C:40]([C:41]([CH3:43])([CH3:42])[CH3:44])=[CH:39][C:36]([CH:37]=[N:1][C@@H:2]2[C:17](=[O:18])[N:4]3[C:5]([C:14]([O-:16])=[O:15])=[C:6]([CH2:9][O:10][C:11](=[O:13])[CH3:12])[CH2:7][S:8][C@H:3]23)=[CH:35][C:34]=1[C:45]([CH3:48])([CH3:47])[CH3:46].[CH:26]1([NH2+:25][CH:19]2[CH2:20][CH2:21][CH2:22][CH2:23][CH2:24]2)[CH2:27][CH2:28][CH2:29][CH2:30][CH2:31]1 |f:5.6|. Procedure: To a suspension of 29.2g of 7β-amino-3-acetoxymethyl-3-cephem-4-carboxylic acid in 600 ml of methanol was added 18.1g of dicyclohexylamine and stirred at room temperature for 1 hour. To a semitransparent solution thus obtained was added 24.0g of 4-hydroxy-3,5-di-tert.-butylbenzaldehyde and stirred at room temperature for 2 hours and stirring was continued after adding 50g of molecular sieve 3A for further 5 hours. After filtration of the reaction mixture, the filtrate was condensed under reduced... Starting materials: ClC1=C(OCCC(=O)O)C=CC(=C1)Cl (3-(2,4-Dichlorophenoxy)propionic acid), O=P12OP3(=O)OP(=O)(O1)OP(=O)(O2)O3 (phosphorus pentoxide), O (water). The solvent is CS(=O)(=O)O (methanesulfonic acid). Conditions: time 4 hour. Product: ClC=1C=C(C2=C(C(CCO2)=O)C1)Cl (6,8-Dichloro-2,3-dihydro-4H-1-benzopyran-4-one). The yield is 94.8%. Reaction SMILES: [Cl:1][C:2]1[CH:13]=[C:12]([Cl:14])[CH:11]=[CH:10][C:3]=1[O:4][CH2:5][CH2:6][C:7]([OH:9])=O.O=P12OP3(OP(OP(O3)(O1)=O)(=O)O2)=O.O>CS(O)(=O)=O>[Cl:14][C:12]1[CH:13]=[C:2]([Cl:1])[C:3]2[O:4][CH2:5][CH2:6][C:7](=[O:9])[C:10]=2[CH:11]=1. Reported procedure: 3-(2,4-Dichlorophenoxy)propionic acid (52.36 g,0.223 mol) is added portion-wise to a mixture of phosphorus pentoxide (70.98 g, 0.490 mol) in methanesulfonic acid (Eaton's reagent) under nitrogen. The reaction mixture is stirred at room temperature for 4 hours, poured into water and filtered to obtain a solid. The solid is washed with water and dried in a vacuum oven to give the title product as an off-white solid (45.88 g, mp 86°-87° C.). Starting materials: Brc1cccc(-c2ccccn2)c1, [Li]CCCC, CC(C)(C)c1cccc(C=O)c1OCc1ccccc1, [Cl-], [NH4+], C1CCOC1. The product is CC(C)(C)c1cccc(C(O)c2cccc(-c3ccccn3)c2)c1OCc1ccccc1. As a reaction SMILES: [Br:1][c:2]1[cH:3][c:4](-[c:8]2[n:9][cH:10][cH:11][cH:12][cH:13]2)[cH:5][cH:6][cH:7]1.[CH2:14]([Li:15])[CH2:16][CH2:17][CH3:18].[CH2:19]([c:20]1[cH:21][cH:22][cH:23][cH:24][cH:25]1)[O:26][c:27]1[c:28]([CH:29]=[O:30])[cH:31][cH:32][cH:33][c:34]1[C:35]([CH3:36])([CH3:37])[CH3:38].[Cl-:39].[NH4+:40].[O:41]1[CH2:42][CH2:43][CH2:44][CH2:45]1>>[c:2]1([CH:29]([c:28]2[c:27]([O:26][CH2:19][c:20]3[cH:21][cH:22][cH:23][cH:24][cH:25]3)[c:34]([C:35]([CH3:36])([CH3:37])[CH3:38])[cH:33][cH:32][cH:31]2)[OH:30])[cH:3][c:4](-[c:8]2[n:9][cH:10][cH:11][cH:12][cH:13]2)[cH:5][cH:6][cH:7]1. The reactants are C(C1=CC=CC=C1)SC1=NC(=NC(=C1)Cl)N (4-(Benzylthio)-6-chloropyrimidin-2-amine), L-p-boronophenylalanine, C(=O)([O-])[O-].[Na+].[Na+] (Na2CO3), CC#N (MeCN). The reagents and catalysts are Cl[Pd]([P](C1=CC=CC=C1)(C2=CC=CC=C2)C3=CC=CC=C3)([P](C4=CC=CC=C4)(C5=CC=CC=C5)C6=CC=CC=C6)Cl (Pd(PPh3)2Cl2). The solvent is O (water). The product is N[C@H](C(=O)O)CC1=CC=C(C=C1)C1=NC(=NC(=C1)SCC1=CC=CC=C1)N ((S)-2-Amino-3-(4-(2-amino-6-(benzylthio)pyrimidin-4-yl)phenyl)propanoic acid). RXN SMILES: [CH2:1]([S:8][C:9]1[CH:14]=[C:13](Cl)[N:12]=[C:11]([NH2:16])[N:10]=1)[C:2]1[CH:7]=[CH:6][CH:5]=[CH:4][CH:3]=1.[C:17]([O-:20])([O-])=[O:18].[Na+].[Na+].[CH3:23][C:24]#[N:25]>Cl[Pd](Cl)([P](C1C=CC=CC=1)(C1C=CC=CC=1)C1C=CC=CC=1)[P](C1C=CC=CC=1)(C1C=CC=CC=1)C1C=CC=CC=1.O>[NH2:25][C@@H:24]([CH2:23][C:2]1[CH:7]=[CH:6][C:5]([C:13]2[CH:14]=[C:9]([S:8][CH2:1][C:2]3[CH:7]=[CH:6][CH:5]=[CH:4][CH:3]=3)[N:10]=[C:11]([NH2:16])[N:12]=2)=[CH:4][CH:3]=1)[C:17]([OH:20])=[O:18] |f:1.2.3,^1:28,47|. Reported procedure: 4-(Benzylthio)-6-chloropyrimidin-2-amine (0.1 g, 0.397 mmol), L-p-boronophenylalanine (0.1 g, 0.477 mmol), Pd(PPh3)2Cl2 (17 mg, 0.024 mmol), Na2CO3 (93 mg, 0.874 mmol), MeCN (2.5 ml) and water (2.5 ml) were heated at 150° C. for 5 minutes in a microwave. The mixture was concentrated and purified via prep HPLC to give 0.42 g of the title compound. M+1=381; 1H NMR (CD3OD) δ 7.8 (d, 2H), 7.37 (t, 4H), 7.23 (m, 2H), 7.16 (m, 1H), 6.98 (s, 1H), 4.43 (s, 2H), 4.20 (t, 1H), 3.29 (m, 1H), 3.13 (M, 1H).